From a dataset of the Open Reaction Database (ORD), a public repository of structured organic reaction records. describe an organic reaction: reactants, conditions, products, and yield Starting materials: C([O-])(O)=O.[Na+] (sodium bicarbonate), C(C1CO1)OCC1CO1 (glycidyl ether), CC(=O)C (acetone), B(F)(F)F (boron trifluoride), C(C1CO1)OCC1CO1 (glycidyl ether), C(C1CO1)OCCCCCCCC\C=C/CCCCCCCC (oleyl glycidyl ether), C(C1CO1)OCC1CO1 (glycidyl ether). The solvent is CCOCC (Ether). Reaction conditions: time 1 hour. Yields the product CC1(OCC(O1)COCCCCCCCC\C=C/CCCCCCCC)C (2,2-dimethyl-4-oleyloxymethyl- 1,3-dioxolan). Isolated yield 90.0%. As a reaction SMILES: [CH3:1][C:2]([CH3:4])=[O:3].B(F)(F)F.[CH2:9]([O:13][CH2:14][CH2:15][CH2:16][CH2:17][CH2:18][CH2:19][CH2:20][CH2:21]/[CH:22]=[CH:23]\[CH2:24][CH2:25][CH2:26][CH2:27][CH2:28][CH2:29][CH2:30][CH3:31])[CH:10]1[O:12][CH2:11]1.C(OCC1OC1)C1OC1.C(=O)(O)[O-].[Na+]>CCOCC>[CH3:1][C:2]1([CH3:4])[O:12][CH:10]([CH2:9][O:13][CH2:14][CH2:15][CH2:16][CH2:17][CH2:18][CH2:19][CH2:20][CH2:21]/[CH:22]=[CH:23]\[CH2:24][CH2:25][CH2:26][CH2:27][CH2:28][CH2:29][CH2:30][CH3:31])[CH2:11][O:3]1 |f:4.5|. Procedure: Into a round bottom flask having a capacity of 500 ml and equipped with a reflux condenser, a thermometer, a dropping funnel, a nitrogen gas supply tube, and a stirring means, 81.2 g (1.4 moles) of acetone, and 2.0 g (0.014 mole) of boron trifluoride etharate were charged and stirred while supplying a nitrogen gas. Then, 64.9 g (0.2 mole) of oleyl glycidyl ether was gradually added dropwise while supplying a nitrogen gas. The reaction mixture generates heat as the glycidyl ether is added. Theref... Starting materials: C1CNCCN1, CC#CCn1c(Br)nc2c1c(=O)n(Cc1nc(C)c3ccccc3n1)c(=O)n2C, CN(C)C=O, [Cl-], [Na+], O. The product is CC#CCn1c(N2CCNCC2)nc2c1c(=O)n(Cc1nc(C)c3ccccc3n1)c(=O)n2C. As a reaction SMILES: [CH2:30]1[CH2:31][NH:32][CH2:33][CH2:34][NH:35]1.[CH3:1][c:2]1[n:3][c:4]([CH2:12][n:13]2[c:14](=[O:15])[n:16]([CH3:29])[c:17]3[n:18][c:19]([Br:28])[n:20]([CH2:24][C:25]#[C:26][CH3:27])[c:21]3[c:22]2=[O:23])[n:5][c:6]2[cH:7][cH:8][cH:9][cH:10][c:11]12.[CH3:39][N:40]([CH3:41])[CH:42]=[O:43].[Cl-:38].[Na+:37].[OH2:36]>>[CH3:1][c:2]1[n:3][c:4]([CH2:12][n:13]2[c:14](=[O:15])[n:16]([CH3:29])[c:17]3[n:18][c:19]([N:32]4[CH2:31][CH2:30][NH:35][CH2:34][CH2:33]4)[n:20]([CH2:24][C:25]#[C:26][CH3:27])[c:21]3[c:22]2=[O:23])[n:5][c:6]2[cH:7][cH:8][cH:9][cH:10][c:11]12. The reactants are COC(C1=CC=C(C=C1)O)=O (4-hydroxybenzoic acid methyl ester), C(C=C)Br (allyl bromide). Reaction conditions: time 16 hour. Product: COC(C1=CC=C(C=C1)OCC=C)=O (4-Allyloxybenzoic acid methyl ester). The yield is 91.0%. Reaction SMILES: [CH3:1][O:2][C:3](=[O:11])[C:4]1[CH:9]=[CH:8][C:7]([OH:10])=[CH:6][CH:5]=1.[CH2:12](Br)[CH:13]=[CH2:14]>>[CH3:1][O:2][C:3](=[O:11])[C:4]1[CH:9]=[CH:8][C:7]([O:10][CH2:14][CH:13]=[CH2:12])=[CH:6][CH:5]=1. Procedure details: 4-Allyloxybenzoic acid methyl ester was prepared by reacting 4-hydroxybenzoic acid methyl ester with allyl bromide following Method C in 91% yield. The reaction was conducted at room temperature for 16 h and the resulting product was used without further purification.